The task is: describe an organic reaction: reactants, conditions, products, and yield. This data is from the Open Reaction Database (ORD), a public repository of structured organic reaction records. Starting materials: OO (hydrogen peroxide), [OH-].[Na+] (sodium hydroxide), CC=1C=C(C=C(C1)NC1=NC=CC(=N1)C(F)(F)F)C=1C=CC(=NC1)C#N (5-(3-methyl-5-{[4-(trifluoromethyl)pyrimidin-2-yl]amino}phenyl)pyridine-2-carbonitrile). The solvent is CS(=O)C (DMSO). Run at time 8 hour. The product is CC=1C=C(C=C(C1)NC1=NC=CC(=N1)C(F)(F)F)C=1C=CC(=NC1)C(=O)N (5-(3-methyl-5-{[4-(trifluoromethyl)pyrimidin-2-yl]amino}phenyl)pyridine-2-carboxamide). RXN SMILES: [CH3:1][C:2]1[CH:3]=[C:4]([C:19]2[CH:20]=[CH:21][C:22]([C:25]#[N:26])=[N:23][CH:24]=2)[CH:5]=[C:6]([NH:8][C:9]2[N:14]=[C:13]([C:15]([F:18])([F:17])[F:16])[CH:12]=[CH:11][N:10]=2)[CH:7]=1.[OH:27]O.[OH-].[Na+]>CS(C)=O>[CH3:1][C:2]1[CH:3]=[C:4]([C:19]2[CH:20]=[CH:21][C:22]([C:25]([NH2:26])=[O:27])=[N:23][CH:24]=2)[CH:5]=[C:6]([NH:8][C:9]2[N:14]=[C:13]([C:15]([F:18])([F:17])[F:16])[CH:12]=[CH:11][N:10]=2)[CH:7]=1 |f:2.3|. Reported procedure: A mixture of with 5-(3-methyl-5-{[4-(trifluoromethyl)pyrimidin-2-yl]amino}phenyl)pyridine-2-carbonitrile (50.0 mg, 0.141 mmol) in DMSO (281 μL) was slowly added to a solution of hydrogen peroxide (10.0 μL, 0.326 mmol) and sodium hydroxide (5 M, 56.3 μL, 0.281 mmol). The reaction was stirred at room temperature overnight. The reaction mixture was filtered, diluted with DMF, and directly purified by reverse phase HPLC (5-95% acetonitrile in water+0.5% TFA) to yield 5-(3-methyl-5-{[4-(trifluorometh... The reactants are BrCC(=O)OCC (ethyl bromoacetate), CC(C=O)CCC=C(CCC=C(C)C)C (2,6,10-trimethyl-5,9-undecadienal), aqueous solution, S(O)(O)(=O)=O (sulfuric acid). Reagents/catalysts: [Zn] (zinc). The solvent is C1=CC=CC=C1 (benzene). Product: CC(C(CC(=O)OCC)O)CCC=C(CCC=C(C)C)C (ethyl 3,7,11-trimethyl-6,10-dodecadien-2-ol-1-carboxylate). Isolated yield 52.1%. Reaction SMILES: Br[CH2:2][C:3]([O:5][CH2:6][CH3:7])=[O:4].[CH3:8][CH:9]([CH2:12][CH2:13][CH:14]=[C:15]([CH3:22])[CH2:16][CH2:17][CH:18]=[C:19]([CH3:21])[CH3:20])[CH:10]=[O:11].S(=O)(=O)(O)O>C1C=CC=CC=1.[Zn]>[CH3:8][CH:9]([CH2:12][CH2:13][CH:14]=[C:15]([CH3:22])[CH2:16][CH2:17][CH:18]=[C:19]([CH3:21])[CH3:20])[CH:10]([OH:11])[CH2:2][C:3]([O:5][CH2:6][CH3:7])=[O:4]. Procedure details: A suspension of zinc (59 g) in benzene (400 ml) is heated up to the reflux temperature, and a mixture of ethyl bromoacetate (120 g) and 2,6,10-trimethyl-5,9-undecadienal (135 g) is added thereto. The resulting mixture is refluxed for 2 hours, cooled and poured into 5% aqueous solution of sulfuric acid. The benzene layer is washed with water, dried and evaporated. The residual material is distilled under reduced pressure to give ethyl 3,7,11-trimethyl-6,10-dodecadien-2-ol-1-carboxylate (100 g) as... The reactants are CCc1cc(C(=O)Cc2ccc(F)cc2)c(O)cc1O, CCOC(C)=O, CCOC(=O)C(=O)Cl, Cl, O=C([O-])C1C=Cc2ccccc2O1, c1ccncc1. Yields the product CCOC(=O)C(=O)C(C(=O)c1cc(CC)c(O)cc1O)c1ccc(F)cc1. Reaction SMILES: [CH2:1]([CH3:2])[c:3]1[c:4]([OH:20])[cH:5][c:6]([OH:19])[c:7]([C:9]([CH2:10][c:11]2[cH:12][cH:13][c:14]([F:17])[cH:15][cH:16]2)=[O:18])[cH:8]1.[CH3:49][CH2:50][O:51][C:52]([CH3:53])=[O:54].[Cl:21][C:22]([C:23](=[O:24])[O:25][CH2:26][CH3:27])=[O:28].[ClH:29].[O:30]1[c:31]2[c:32]([cH:33][cH:34][cH:35][cH:36]2)[CH:37]=[CH:38][CH:39]1[C:40]([O-:41])=[O:42].[cH:43]1[cH:44][cH:45][n:46][cH:47][cH:48]1>>[CH2:1]([CH3:2])[c:3]1[c:4]([OH:20])[cH:5][c:6]([OH:19])[c:7]([C:9]([CH:10]([c:11]2[cH:12][cH:13][c:14]([F:17])[cH:15][cH:16]2)[C:22]([C:23](=[O:24])[O:25][CH2:26][CH3:27])=[O:28])=[O:18])[cH:8]1. Starting materials: N1=CC=CC=C1 (pyridine), ClC(=O)OC(=C)C (Isopropenyl chloroformate), ice, C1=CC(=CC=C1[N+](=O)[O-])O (p-nitrophenol). Run in C(Cl)(Cl)Cl (chloroform). Reaction conditions: time 15 minute. The product is C(OC(=C)C)(OC1=CC=C(C=C1)[N+](=O)[O-])=O (Isopropenyl p-nitrophenyl carbonate). Isolated yield 84.2%. Reaction SMILES: Cl[C:2]([O:4][C:5]([CH3:7])=[CH2:6])=[O:3].[CH:8]1[C:13]([N+:14]([O-:16])=[O:15])=[CH:12][CH:11]=[C:10]([OH:17])[CH:9]=1.N1C=CC=CC=1>C(Cl)(Cl)Cl>[C:2](=[O:3])([O:17][C:10]1[CH:11]=[CH:12][C:13]([N+:14]([O-:16])=[O:15])=[CH:8][CH:9]=1)[O:4][C:5]([CH3:7])=[CH2:6]. Procedure: Isopropenyl chloroformate (5.0 g, 41.5 mmol) was added to an ice cold suspension of p-nitrophenol (6.3 g, 45.6 mmol) in chloroform (100 mL). To the stirred reaction mixture, pyridine (3.32 g, 41.5 mmol) was added dropwise over 20 minutes. After stirring at ice bath temperature for 15 minutes, the reaction mixture was allowed to warm up and stirred at room temperature for 16 hours. The reaction mixture was washed with water, 1N HCl, ice-cold 1% aqueous sodium hydroxide, water and brine. The organ... Starting materials: O=C(O)c1ncccn1, C[C@@H](N)c1ccccc1. The reagents and catalysts are CCN=C=NCCCN(C)C.Cl (EDC-HCl), C1=CC2=C(N=C1)N(N=N2)O (HOAt). Solvent: CN(C)C=O (DMF), CN(C)C=O (DMF), CN(C)C=O (DMF), CN(C)C=O (DMF), CN(C)C=O (DMF), CN(C)C=O (DMF). Run at temperature 25 celsius, time 2 hour. Yields the product C[C@@H](NC(=O)c1ncccn1)c1ccccc1. Yield: 56.9%. RXN SMILES: C[C@@H](N)c1ccccc1.O=C(O)c1ncccn1.CCN=C=NCCCN(C)C.Cl.C1=CC2=C(N=C1)N(N=N2)O.CN(C)C=O>>C[C@@H](NC(=O)c1ncccn1)c1ccccc1. The reactants are titled Compound A, [H-].[Na+] (sodium hydride), C(CCC)[Li] (n-butyllithium), C1=CC=CC=2OC3=CC=CC=C3C(C12)CC(=O)O (2-(9H-xanthen-9-yl)acetic acid), C(C)(C)NC(C)C (diisopropylamine), CI (methyl iodide), C(O)([O-])=O.[Na+] (sodium hydrogencarbonate). Run in O1CCCC1 (tetrahydrofuran), O1CCCC1 (tetrahydrofuran). Reaction conditions: temperature -15 celsius, time 15 minute. Yields the product C1=CC=CC=2OC3=CC=CC=C3C(C12)C(C(=O)O)C (2-(9H-xanthen-9-yl)propionic acid). RXN SMILES: [H-].[Na+].[CH:3](NC(C)C)(C)C.[CH:10]1[C:23]2[CH:22]([CH2:24][C:25]([OH:27])=[O:26])[C:21]3[C:16](=[CH:17][CH:18]=[CH:19][CH:20]=3)[O:15][C:14]=2[CH:13]=[CH:12][CH:11]=1.C([Li])CCC.CI.C(=O)([O-])O.[Na+]>O1CCCC1>[CH:20]1[C:21]2[CH:22]([CH:24]([CH3:3])[C:25]([OH:27])=[O:26])[C:23]3[C:14](=[CH:13][CH:12]=[CH:11][CH:10]=3)[O:15][C:16]=2[CH:17]=[CH:18][CH:19]=1 |f:0.1,6.7|. Procedure details: To a suspension of 55 mg (1.26 mmol) of sodium hydride previously washed with n-hexane in 5 ml of tetrahydrofuran were added 316 mg (3.13 mmol) of diisopropylamine, and then a solution of 300 mg (1.25 mmol) of 2-(9H-xanthen-9-yl)acetic acid in 4 ml of tetrahydrofuran was dropwise added thereto. After completion of the addition, the resulting mixture was heated under refluxing for 20 minutes and then cooled to -15° C., after which 1.2 ml (1.9 mmol) of a 1.6M n-butyllithium solution were added the... The reagents and catalysts are O=S(=O)(O)O (H2SO4), CCN=P(N=P(N(C)C)(N(C)C)N(C)C)(N(C)C)N(C)C (P2-Et). Run in COCCOCCOC (diglyme), CN(C)C=O (DMF), CN(C)C=O (DMF), CN(C)C=O (DMF). Starting materials: CCI (EtI), CC(C)(C)OC(=O)N1CCN(CC1)c2ccc(NC(=O)c3oc(cc3)c4ccc(Cl)cc4)cc2 (p-Cl Core). Reaction conditions: temperature 23 celsius, time 20 hour. The product is CCN(C(=O)c1oc(cc1)c2ccc(Cl)cc2)c3ccc(cc3)N4CCNCC4 (MK2_Alk_02), CC(C)(C)OC(=O)N1CCN(CC1)c2ccc(NC(=O)c3oc(cc3)c4ccc(Cl)cc4)cc2 (p-Cl Core), CC(C)(C)OC(=O)N1CCN(CC1)c2ccc(NC(=O)c3oc(cc3)c4ccc(Cl)cc4)cc2 (MK2_Core_Cl). Isolated yield 30.0%. Starting materials: C(C)(C)(C)C=1C=C2C=CC(=CC2=CC1)O (6-t-butyl-2-naphthol), [OH-].[K+] (KOH), S(=O)(=O)(OC)OC (dimethyl sulfate). Solvent: O (water). The product is C(C)(C)(C)C=1C=C2C=CC(=CC2=CC1)OC (6-t-butyl-2-methoxynaphthalene). Isolated yield 88.0%. RXN SMILES: [C:1]([C:5]1[CH:6]=[C:7]2[C:12](=[CH:13][CH:14]=1)[CH:11]=[C:10]([OH:15])[CH:9]=[CH:8]2)([CH3:4])([CH3:3])[CH3:2].[OH-].[K+].S(OC)(O[CH3:22])(=O)=O>O>[C:1]([C:5]1[CH:6]=[C:7]2[C:12](=[CH:13][CH:14]=1)[CH:11]=[C:10]([O:15][CH3:22])[CH:9]=[CH:8]2)([CH3:4])([CH3:2])[CH3:3] |f:1.2|. Reported procedure: To a 2 L round bottomed flask was added 6-t-butyl-2-naphthol (30.67 g; 0.153 mmol) and 550 ml of 15% KOH in water. The solution was stirred while adding dimethyl sulfate (6.0 equiv.) dropwise over 30 min. After the addition was complete, the mixture was allowed to stir for 2 hrs. The solids were collected on a filter and washed with water to afford 28.97 g (88% yield) of the subtitle compound.